Dataset: the Open Reaction Database (ORD), a public repository of structured organic reaction records. Task: describe an organic reaction: reactants, conditions, products, and yield Reactants: ClCl (chlorine), Cl.COC1=CC=C(CN)C=C1 (4-methoxybenzylamine hydrogen chloride), N#N (N2). The solvent is C(C)(=O)O (acetic acid). The product is Cl.ClC=1C=C(C=CC1OC)CN ((3-Chloro-4-methoxyphenyl)methylamine hydrogen chloride). The yield is 144.2%. Reaction SMILES: [ClH:1].[CH3:2][O:3][C:4]1[CH:11]=[CH:10][C:7]([CH2:8][NH2:9])=[CH:6][CH:5]=1.ClCl.N#N>C(O)(=O)C>[ClH:1].[Cl:1][C:5]1[CH:6]=[C:7]([CH2:8][NH2:9])[CH:10]=[CH:11][C:4]=1[O:3][CH3:2] |f:0.1,5.6|. Reported procedure: Chlorine gas was bubbled into 400 mL glacial acetic acid with stirring until the weight gained equaled 7% of the starting acetic acid. In a 2 L round bottom flask, 4-methoxybenzylamine hydrogen chloride (32.0 g, 0.18 mol) was suspended in 400 mL glacial acetic acid with vigorous stirring. The chlorine solution (1.5 eq Cl2) was added in rapid drops in 30 min at room temperature. The resulted suspension was stirred for another 20 min before N2 was bubbled in to remove Cl2 and HCl into a 6 N NaOH t... Reactants: SC=1C=C(C(=O)OCC)C=CC1 (ethyl 3-mercaptobenzoate), C1CC(=O)N(C1=O)Cl (NCS), ClC1=CC=C2C=CN(C2=C1F)C=1C=NN(C1)CCC (6-chloro-7-fluoro-1-(1-propyl-1H-pyrazol-4-yl)-1H-indole). Solvent: O (water), C(Cl)Cl (CH2Cl2). Run at time 50 minute. The product is ClC1=CC=C2C(=CN(C2=C1F)C=1C=NN(C1)CCC)SC=1C=C(C(=O)OCC)C=CC1 (ethyl 3-((6-chloro-7-fluoro-1-(1-propyl-1H-pyrazol-4-yl)-1H-indol-3-yl)thio)benzoate). Isolated yield 60.7%. Reaction SMILES: [SH:1][C:2]1[CH:3]=[C:4]([CH:10]=[CH:11][CH:12]=1)[C:5]([O:7][CH2:8][CH3:9])=[O:6].C1C(=O)N(Cl)C(=O)C1.[Cl:21][C:22]1[C:30]([F:31])=[C:29]2[C:25]([CH:26]=[CH:27][N:28]2[C:32]2[CH:33]=[N:34][N:35]([CH2:37][CH2:38][CH3:39])[CH:36]=2)=[CH:24][CH:23]=1>C(Cl)Cl.O>[Cl:21][C:22]1[C:30]([F:31])=[C:29]2[C:25]([C:26]([S:1][C:2]3[CH:3]=[C:4]([CH:10]=[CH:11][CH:12]=3)[C:5]([O:7][CH2:8][CH3:9])=[O:6])=[CH:27][N:28]2[C:32]2[CH:33]=[N:34][N:35]([CH2:37][CH2:38][CH3:39])[CH:36]=2)=[CH:24][CH:23]=1. Procedure details: To a stirred solution of ethyl 3-mercaptobenzoate (66 mg, 0.36 mmol) in CH2Cl2 (5 mL) under inert atmosphere was added NCS (48.2 mg, 0.36 mmol) at RT and stirred for 50 min. To this, compound 3 (100 mg, 0.36 mmol) was added at RT and stirred for 16 h. The reaction was monitored by TLC; after completion of the reaction, the reaction mixture was diluted with water (25 mL) and extracted with CH2Cl2 (2×20 mL). The combined organic extracts were washed with brine (20 mL), dried over Na2SO4, filtered ...